From a dataset of the Open Reaction Database (ORD), a public repository of structured organic reaction records. describe an organic reaction: reactants, conditions, products, and yield Starting materials: O (water), C(C)(C)(C)OC(NCC1=CC(=CC=C1)O)=O ((3-hydroxy-benzyl)-carbamic acid tert-butyl ester), FC1=NC=C(C=C1)[N+](=O)[O-] (2-fluoro-5-nitro-pyridine), C(=O)([O-])[O-].[K+].[K+] (K2CO3). Run in CN(C=O)C (N,N-dimethylformamide). Conditions: temperature 100 celsius. Yields the product C(C)(C)(C)OC(NCC1=CC(=CC=C1)OC1=NC=C(C=C1)[N+](=O)[O-])=O ([3-(5-Nitro-pyridin-2-yloxy)-benzyl]-carbamic acid tert-butyl ester). The yield is 42.7%. As a reaction SMILES: [C:1]([O:5][C:6](=[O:16])[NH:7][CH2:8][C:9]1[CH:14]=[CH:13][CH:12]=[C:11]([OH:15])[CH:10]=1)([CH3:4])([CH3:3])[CH3:2].F[C:18]1[CH:23]=[CH:22][C:21]([N+:24]([O-:26])=[O:25])=[CH:20][N:19]=1.C([O-])([O-])=O.[K+].[K+].O>CN(C)C=O>[C:1]([O:5][C:6](=[O:16])[NH:7][CH2:8][C:9]1[CH:14]=[CH:13][CH:12]=[C:11]([O:15][C:18]2[CH:23]=[CH:22][C:21]([N+:24]([O-:26])=[O:25])=[CH:20][N:19]=2)[CH:10]=1)([CH3:4])([CH3:2])[CH3:3] |f:2.3.4|. Procedure: A mixture of (3-hydroxy-benzyl)-carbamic acid tert-butyl ester (250 mg, 1.12 mmol), 2-fluoro-5-nitro-pyridine (150 mg, 1.12 mmol) and K2CO3 (120 mg) in N,N-dimethylformamide (3 mL) was heated under microwave condition at 100° C. for 10 min. The reaction mixture was poured into water, and extracted with ethyl acetate (2×). The solvent was removed, and the resulting residue was chromatographered using hexane/ethyl acetate (7:1) to give the title compound (165 mg, 43%). MS (DCI/NH3) m/z 346 (M+1)+. Starting materials: O1CCCC1 (Tetrahydrofuran), CC(C)([O-])C.[K+] (Potassium tert-butoxide), FC=1C=C(C=CC1C)NC1=NC=CC=C1N (N2-(3-fluoro-4-methylphenyl)pyridine-2,3-diamine), C(C)OC(C(=O)NC1CC1)=O (ethyl(cyclopropylamino)(oxo)acetate). The solvent is CN1C(CCC1)=O (1-methylpyrrolidin-2-one), C(C)(=O)OCC (ethyl acetate), [Cl-].[NH4+] (ammonium chloride). Reaction conditions: temperature 120 celsius. The product is C1(CC1)NC(C(=O)NC=1C(=NC=CC1)NC1=CC(=C(C=C1)C)F)=O (N-cyclopropyl-N′-{2-[(3-fluoro-4-methylphenyl)amino]pyridin-3-yl}ethanediamide). RXN SMILES: CC(C)([O-])C.[K+].[F:7][C:8]1[CH:9]=[C:10]([NH:15][C:16]2[C:21]([NH2:22])=[CH:20][CH:19]=[CH:18][N:17]=2)[CH:11]=[CH:12][C:13]=1[CH3:14].C([O:25][C:26](=O)[C:27]([NH:29][CH:30]1[CH2:32][CH2:31]1)=[O:28])C.O1CCCC1>CN1CCCC1=O.[Cl-].[NH4+].C(OCC)(=O)C>[CH:30]1([NH:29][C:27](=[O:28])[C:26]([NH:22][C:21]2[C:16]([NH:15][C:10]3[CH:11]=[CH:12][C:13]([CH3:14])=[C:8]([F:7])[CH:9]=3)=[N:17][CH:18]=[CH:19][CH:20]=2)=[O:25])[CH2:32][CH2:31]1 |f:0.1,6.7|. Procedure: Potassium tert-butoxide (4.54 g, 40.5 mmol) was added to a solution of N2-(3-fluoro-4-methylphenyl)pyridine-2,3-diamine (C2) (from the previous step, 5.87 g, 24.4 mmol) and ethyl(cyclopropylamino)(oxo)acetate (P1) (6.36 g, 40.5 mmol) in 1-methylpyrrolidin-2-one (27 mL). The reaction mixture was heated at 120° C. for 10 minutes, cooled to room temperature and diluted with aqueous ammonium chloride solution. Tetrahydrofuran was added to assist solubilization, followed by ethyl acetate. The organic... Reactants: FC(C=1C=C(C=C2C=NNC12)C(=O)O)(F)F (7-(trifluoromethyl)-1H-indazole-5-carboxylic acid), BrC1=CC=C2C(=NNC2=C1)C(F)(F)F (6-bromo-3-(trifluoromethyl)-1H-indazole). Yields the product FC(C1=NNC2=CC(=CC=C12)C(=O)O)(F)F (3-(trifluoromethyl)-1H-indazole-6-carboxylic acid). Reaction SMILES: FC(F)(F)C1C=C([C:12]([OH:14])=[O:13])C=C2C=1NN=C2.Br[C:18]1[CH:26]=[C:25]2[C:21]([C:22]([C:27]([F:30])([F:29])[F:28])=[N:23][NH:24]2)=[CH:20][CH:19]=1>>[F:28][C:27]([F:30])([F:29])[C:22]1[C:21]2[C:25](=[CH:26][C:18]([C:12]([OH:14])=[O:13])=[CH:19][CH:20]=2)[NH:24][N:23]=1. Procedure details: The title compound was prepared by a method analogous to that described in Steps 3-4 of Intermediate 21, using 6-bromo-3-(trifluoromethyl)-1H-indazole. −ESI (M−H) 229.1.